This data is from the Open Reaction Database (ORD), a public repository of structured organic reaction records. The task is: describe an organic reaction: reactants, conditions, products, and yield Starting materials: O=C([O-])[O-], CC(O)(c1ccc(N2CCN(S(=O)(=O)c3cccs3)CC2COS(C)(=O)=O)cc1)C(F)(F)F, CC#N, CC(C)NC(C)C, [K+], [K+]. Yields the product CC(C)N(CC1CN(S(=O)(=O)c2cccs2)CCN1c1ccc(C(C)(O)C(F)(F)F)cc1)C(C)C. Reaction SMILES: [C:41](=[O:42])([O-:43])[O-:44].[CH3:1][S:2]([O:3][CH2:6][CH:7]1[N:8]([c:21]2[cH:22][cH:23][c:24]([C:27]([C:28]([F:29])([F:30])[F:31])([CH3:32])[OH:33])[cH:25][cH:26]2)[CH2:9][CH2:10][N:11]([S:13](=[O:14])(=[O:15])[c:16]2[s:17][cH:18][cH:19][cH:20]2)[CH2:12]1)(=[O:4])=[O:5].[CH3:47][C:48]#[N:49].[CH:34]([CH3:35])([CH3:36])[NH:37][CH:38]([CH3:39])[CH3:40].[K+:45].[K+:46]>>[CH2:6]([CH:7]1[N:8]([c:21]2[cH:22][cH:23][c:24]([C:27]([C:28]([F:29])([F:30])[F:31])([CH3:32])[OH:33])[cH:25][cH:26]2)[CH2:9][CH2:10][N:11]([S:13](=[O:14])(=[O:15])[c:16]2[s:17][cH:18][cH:19][cH:20]2)[CH2:12]1)[N:37]([CH:34]([CH3:35])[CH3:36])[CH:38]([CH3:39])[CH3:40]. Starting materials: CC1([C@@H](N2[C@H](S1)[C@@H](C2=O)N)C(=O)O)C (6-aminopenicillanic acid), C(C)(C)N(CC)C(C)C (diisopropylethylamine), N1(CCCCC1)C=O (piperidinecarboxaldehyde). Solvent: C(Cl)(Cl)Cl (CHCl3), C(Cl)(Cl)Cl (CHCl3). Run at time 1 hour. The product is CC1(C(N2C(CC2S1)=O)C(=O)O)C (3,3-dimethyl-7-oxo-4-thia-1-azabicyclo[3.2.0]heptane-2-carboxylic acid). Yield: 22371.5%. As a reaction SMILES: [CH3:1][C:2]1([CH3:14])[S:6][C@@H:5]2[C@H:7](N)[C:8](=[O:9])[N:4]2[C@H:3]1[C:11]([OH:13])=[O:12].C(N(C(C)C)CC)(C)C.N1(C=O)CCCCC1>C(Cl)(Cl)Cl>[CH3:1][C:2]1([CH3:14])[S:6][CH:5]2[N:4]([C:8](=[O:9])[CH2:7]2)[CH:3]1[C:11]([OH:13])=[O:12]. Procedure details: A mixture of 4-[3-(1H-imidazol-1-yl)propyl]-piperidine (1.5 g, 0.0078M) and dimethylformamide dimethylacetal (10 ml) was heated at 100° C. for 16 hrs. The excess of dimethylformamide dimethylacetal was removed to give 4-[3-(1H-imidazol-1-yl)propyl]-1-piperidinecarboxaldehyde dimethylacetal. To the mixture of 6-aminopenicillanic acid (1.16 g, 0.0053M) and diisopropylethylamine (1.03 ml) in dry CHCl3 (9 ml) was added the above piperidinecarboxaldehyde in CHCl3 (5 ml) at 0° C. and stirred at that t... Starting materials: CCCCOC(=O)NC(Cc1ccc(F)cc1)C(=O)N(C)C(C(=O)NC(Cc1ccc(O)c(C(C)(C)C)c1)c1nccs1)C(C)C, ClCCl, O=C(O)C(F)(F)F. The product is CC(C)C(C(=O)NC(Cc1ccc(O)c(C(C)(C)C)c1)c1nccs1)N(C)C(=O)C(N)Cc1ccc(F)cc1. Reaction SMILES: [C:1]([CH3:2])([CH3:3])([CH3:4])[c:5]1[cH:6][c:7]([CH2:12][CH:13]([c:14]2[s:15][cH:16][cH:17][n:18]2)[NH:19][C:20]([CH:21]([CH:22]([CH3:23])[CH3:24])[N:25]([CH3:26])[C:27]([CH:28]([CH2:29][c:30]2[cH:31][cH:32][c:33]([F:36])[cH:34][cH:35]2)[NH:37][C:38]([O:39][CH2:40][CH2:41][CH2:42][CH3:43])=[O:44])=[O:45])=[O:46])[cH:8][cH:9][c:10]1[OH:11].[CH2:47]([Cl:48])[Cl:49].[F:50][C:51]([F:52])([F:53])[C:54]([OH:55])=[O:56]>>[C:1]([CH3:2])([CH3:3])([CH3:4])[c:5]1[cH:6][c:7]([CH2:12][CH:13]([c:14]2[s:15][cH:16][cH:17][n:18]2)[NH:19][C:20]([CH:21]([CH:22]([CH3:23])[CH3:24])[N:25]([CH3:26])[C:27]([CH:28]([CH2:29][c:30]2[cH:31][cH:32][c:33]([F:36])[cH:34][cH:35]2)[NH2:37])=[O:45])=[O:46])[cH:8][cH:9][c:10]1[OH:11]. Starting materials: C1(CCCCC1)N([C@H](C(=O)O)C(C)C)C ((S)-2-(cyclohexyl-methyl-amino)-3-methylbutyric acid), C(C)(C)N(C(C)C)CC (N,N-diisopropylethylamine), O-Benzotriazol-1-yl-N,N,N′,N′-bis(tetramethylene)uronium hexafluorophosphate, Cl.FC1=CC=C(C=C1)C(CCCN)C1=CC=C(C=C1)F (4,4-bis-(4-fluoro-phenyl)-butylamine monohydrochloride). Solvent: CN(C)C=O (DMF), C(C)OCC (diethyl ether). Run at temperature 25 celsius, time 10 minute. Yields the product FC1=CC=C(C=C1)C(CCCNC([C@H](C(C)C)N(C)C1CCCCC1)=O)C1=CC=C(C=C1)F ((S)-N-[4,4-Bis-(4-fluoro-phenyl)-butyl]-2-(cyclohexyl-methyl-amino)-3-methyl-butyramide). Reaction SMILES: [CH:1]1([N:7]([CH3:15])[C@@H:8]([CH:12]([CH3:14])[CH3:13])[C:9]([OH:11])=O)[CH2:6][CH2:5][CH2:4][CH2:3][CH2:2]1.C(N(CC)C(C)C)(C)C.Cl.[F:26][C:27]1[CH:32]=[CH:31][C:30]([CH:33]([C:38]2[CH:43]=[CH:42][C:41]([F:44])=[CH:40][CH:39]=2)[CH2:34][CH2:35][CH2:36][NH2:37])=[CH:29][CH:28]=1>CN(C=O)C.C(OCC)C>[F:26][C:27]1[CH:32]=[CH:31][C:30]([CH:33]([C:38]2[CH:39]=[CH:40][C:41]([F:44])=[CH:42][CH:43]=2)[CH2:34][CH2:35][CH2:36][NH:37][C:9](=[O:11])[C@@H:8]([N:7]([CH:1]2[CH2:2][CH2:3][CH2:4][CH2:5][CH2:6]2)[CH3:15])[CH:12]([CH3:14])[CH3:13])=[CH:29][CH:28]=1 |f:2.3|. Procedure: A solution of 358 mg (1.68 mmol) (S)-2-(cyclohexyl-methyl-amino)-3-methylbutyric acid, 0.88 mL (5 mmol) N,N-diisopropylethylamine, and 636 mg (1.68 mmol) O-Benzotriazol-1-yl-N,N,N′,N′-bis(tetramethylene)uronium hexafluorophosphate in 4 mL dry DMF was stirred at 3° for 60 minutes, at which time 500 mg (1.68 mmol) 4,4-bis-(4-fluoro-phenyl)-butylamine monohydrochloride was added, and the reaction stirred an additional 10 minutes at 3°, then warmed to 25° C. for 50 minutes at which time it was dilut... Reactants: C(C)OC(=O)C=1N(C2=CC=C(C=C2C1)Cl)C (5-chloro-1-methyl-1H-indole-2-carboxylic acid ethyl ester), CN(O)C (dimethyl-hydroxylamine), solution, C1(=CC=CC=C1)C (toluene), C1(=CC=CC=C1)C (toluene). Product: ClC=1C=C2C=C(NC2=CC1)CNCC (5-Chloro-1-methyl-1H-indol-2-ylmethyl methylamine). Yield: 96.0%. Reaction SMILES: C(O[C:4]([C:6]1[N:7](C)[C:8]2[C:13]([CH:14]=1)=[CH:12][C:11]([Cl:15])=[CH:10][CH:9]=2)=O)C.C[N:18]([CH3:20])O.[C:21]1(C)C=CC=CC=1>>[Cl:15][C:11]1[CH:12]=[C:13]2[C:8](=[CH:9][CH:10]=1)[NH:7][C:6]([CH2:4][NH:18][CH2:20][CH3:21])=[CH:14]2. Procedure details: To a solution of 5-chloro-1-methyl-1H-indole-2-carboxylic acid ethyl ester (1.27 g, 5.3 mmol) in toluene (10 mL) was added ON-dimethyl-hydroxylamine (9.6 mL of a 1 M solution in toluene, 9.6 mmol). The resulting mixture was heated to reflux overnight after which the reaction was cooled to room temperature and quenched by the addition of 10% aqueous K2CO3 (50 mL). The mixture was extracted with ethyl acetate (3×200 mL). The combined organic layers were washed with brine (100 mL), dried over Na2SO...